From a dataset of the Open Reaction Database (ORD), a public repository of structured organic reaction records. describe an organic reaction: reactants, conditions, products, and yield The reactants are COC1=C(C=O)C=CC(=C1)OC (2,4-dimethoxybenzaldehyde), C1(CCCC1)C(=O)C (methyl cyclopentyl ketone), [OH-].[Na+] (NaOH), C(C)O (ethanol). Run at time 18 hour. The product is C1(=CC=CC=C1)C=CC(=O)C1=CC=CC=C1 (chalcone). As a reaction SMILES: CO[C:3]1[CH:10]=[C:9](OC)[CH:8]=[CH:7][C:4]=1[CH:5]=[O:6].[CH:13]1([C:18]([CH3:20])=O)[CH2:17][CH2:16][CH2:15][CH2:14]1.[OH-].[Na+].[CH2:23](O)C>>[C:13]1([CH:18]=[CH:20][C:5]([C:4]2[CH:7]=[CH:8][CH:9]=[CH:10][CH:3]=2)=[O:6])[CH:17]=[CH:16][CH:15]=[CH:14][CH:23]=1 |f:2.3|. Procedure details: A solution of 2,4-dimethoxybenzaldehyde (10.27 g, 45 mmol) and methyl cyclopentyl ketone (6.06 g, 54 mmol) in anhydrous ethanol (81 mL) was treated with 5 M NaOH (aq) (18 mL, 90 mmol) and the mixture stirred at room temperature for 18 h. The volatiles were removed in vacuo. The residue was extracted with ether (100 mL) and the extract washed with water (3×60 mL), then with brine. The ethereal solution was dried over MgSO4, filtered, and concentrated in vacuo, affording the intermediate chalcone ...